This data is from the Open Reaction Database (ORD), a public repository of structured organic reaction records. The task is: describe an organic reaction: reactants, conditions, products, and yield The reactants are C(C)OC(=O)[C@@H]1[C@H](C1)C1=CC=C(C=C1)O[C@@H]1CCC2=C(C(=CC=C12)C(F)(F)F)C1=CC=C(C=C1)O[Si](C)(C)C(C)(C)C ((1S,2S)-2-(4-{(R)-4-[4-(tert-Butyl-dimethyl-silanyloxy)-phenyl]-5-trifluoromethyl-indan-1-yloxy}-phenyl)-cyclopropanecarboxylic acid ethyl ester), [F-].C(CCC)[N+](CCCC)(CCCC)CCCC (tetrabutylammonium fluoride). Run in [Cl-].[NH4+] (ammonium chloride), O1CCCC1 (tetrahydrofuran). Conditions: time 2 hour. Product: C(C)OC(=O)[C@@H]1[C@H](C1)C1=CC=C(C=C1)O[C@@H]1CCC2=C(C(=CC=C12)C(F)(F)F)C1=CC=C(C=C1)O ((1S,2S)-2-{4-[(R)-4-(4-Hydroxy-phenyl)-5-trifluoromethyl-indan-1-yloxy]-phenyl}-cyclopropanecarboxylic acid ethyl ester). RXN SMILES: [CH2:1]([O:3][C:4]([C@H:6]1[CH2:8][C@@H:7]1[C:9]1[CH:14]=[CH:13][C:12]([O:15][C@H:16]2[C:24]3[C:19](=[C:20]([C:29]4[CH:34]=[CH:33][C:32]([O:35][Si](C(C)(C)C)(C)C)=[CH:31][CH:30]=4)[C:21]([C:25]([F:28])([F:27])[F:26])=[CH:22][CH:23]=3)[CH2:18][CH2:17]2)=[CH:11][CH:10]=1)=[O:5])[CH3:2].[F-].C([N+](CCCC)(CCCC)CCCC)CCC>O1CCCC1.[Cl-].[NH4+]>[CH2:1]([O:3][C:4]([C@H:6]1[CH2:8][C@@H:7]1[C:9]1[CH:10]=[CH:11][C:12]([O:15][C@H:16]2[C:24]3[C:19](=[C:20]([C:29]4[CH:34]=[CH:33][C:32]([OH:35])=[CH:31][CH:30]=4)[C:21]([C:25]([F:26])([F:27])[F:28])=[CH:22][CH:23]=3)[CH2:18][CH2:17]2)=[CH:13][CH:14]=1)=[O:5])[CH3:2] |f:1.2,4.5|. Procedure details: (1S,2S)-2-(4-{(R)-4-[4-(tert-Butyl-dimethyl-silanyloxy)-phenyl]-5-trifluoromethyl-indan-1-yloxy}-phenyl)-cyclopropanecarboxylic acid ethyl ester (90 mg, 0.15 mmol is suspended in dry tetrahydrofuran (4.5 mL) and tetrabutylammonium fluoride (1 M in tetrahydrofuran, 0.3 mL, 0.3 mmol) is added. The mixture stirred for 2 hours then diluted with saturated ammonium chloride solution and extracted with ethyl acetate. The organic phase is dried and concentrated under vacuum. The residue is purified by f... The reactants are C(C1=CC=CC=C1)OCCCC1=CC(=NC(=N1)S)O (6-(3-benzyloxy-propyl)-2-mercapto-pyrimidin-4-ol), [OH-].[K+] (potassium hydroxide), CI (methyl iodide). Conditions: time 8 hour. Product: C(C1=CC=CC=C1)OCCCC1=CC(=NC(=N1)SC)O (6-(3-benzyloxy-propyl)-2-methylsulfanyl-pyrimidin-4-ol). As a reaction SMILES: [CH2:1]([O:8][CH2:9][CH2:10][CH2:11][C:12]1[N:17]=[C:16]([SH:18])[N:15]=[C:14]([OH:19])[CH:13]=1)[C:2]1[CH:7]=[CH:6][CH:5]=[CH:4][CH:3]=1.[OH-].[K+].[CH3:22]I>>[CH2:1]([O:8][CH2:9][CH2:10][CH2:11][C:12]1[N:17]=[C:16]([S:18][CH3:22])[N:15]=[C:14]([OH:19])[CH:13]=1)[C:2]1[CH:7]=[CH:6][CH:5]=[CH:4][CH:3]=1 |f:1.2|. Reported procedure: A mixture of 6-(3-benzyloxy-propyl)-2-mercapto-pyrimidin-4-ol (7.94 g), potassium hydroxide (32 mL of 1N solution in methanol) and methyl iodide (1.97 mL) was stirred at room temperature overnight. The precipitate was filtered, washed successively with methanol (2×20 mL), isopropanol (2×20 mL) and water (2×20 mL), then dried to afford 6-(3-benzyloxy-propyl)-2-methylsulfanyl-pyrimidin-4-ol as a white powder (7.0 g). MS m/z 291.0 (M+1), 100%. Reactants: ClC1=C(C=O)C=CC=C1Cl (2,3-dichlorobenzaldehyde), ClC=1N=NC(=CC1)C1=C(C(=CC=C1)Cl)Cl (3-chloro-6-(2,3-dichlorophenyl)pyridazine), C(C)(=O)NN (acetic acid hydrazide). Run in C(CCC)O (n-butanol). Yields the product CC1=NN=C2N1N=C(C=C2)C2=C(C(=CC=C2)Cl)Cl (3-methyl-6-(2,3-dichlorophenyl)-1,2,4-triazolo[4,3-b]pyridazine). Reaction SMILES: ClC1C(Cl)=CC=CC=1C=O.Cl[C:12]1[N:13]=[N:14][C:15]([C:18]2[CH:23]=[CH:22][CH:21]=[C:20]([Cl:24])[C:19]=2[Cl:25])=[CH:16][CH:17]=1.[C:26]([NH:29][NH2:30])(=O)[CH3:27]>C(O)CCC>[CH3:27][C:26]1[N:13]2[N:14]=[C:15]([C:18]3[CH:23]=[CH:22][CH:21]=[C:20]([Cl:24])[C:19]=3[Cl:25])[CH:16]=[CH:17][C:12]2=[N:30][N:29]=1. Procedure: As described in Example 35, 2,3-dichlorobenzaldehyde is converted to 3-chloro-6-(2,3-dichlorophenyl)pyridazine. A mixture of this compound and acetic acid hydrazide in n-butanol is refluxed for 24 hours to give the product of the example. Starting materials: [Si](C)(C)(C(C)(C)C)O[C@@H]1C[C@H](N(C1)C(=O)OC(C)(C)C)CO ((2S,4R)-tert-butyl 4-(tert-butyldimethylsilyloxy)-2-(hydroxymethyl)pyrrolidine-1-carboxylate), ON1C(C2=CC=CC=C2C1=O)=O (2-hydroxyisoindolin-1,3-dione), C1(=CC=CC=C1)P(C1=CC=CC=C1)C1=CC=CC=C1 (triphenylphosphine), resultant mixture, CC(C)OC(=O)/N=N/C(=O)OC(C)C (diisopropylazodicarboxylate), N#N (N2). Run in O (H2O). Reaction conditions: time 48 hour. Product: [Si](C)(C)(C(C)(C)C)O[C@@H]1C[C@H](N(C1)C(=O)OC(C)(C)C)CON1C(C2=CC=CC=C2C1=O)=O ((2S,4R)-tert-butyl 4-(tert-butyldimethylsilyloxy)-2-((1,3-dioxoisoindolin-2-yloxy)methyl)pyrrolidine-1-carboxylate). Reaction SMILES: [Si:1]([O:8][C@H:9]1[CH2:13][N:12]([C:14]([O:16][C:17]([CH3:20])([CH3:19])[CH3:18])=[O:15])[C@H:11]([CH2:21][OH:22])[CH2:10]1)([C:4]([CH3:7])([CH3:6])[CH3:5])([CH3:3])[CH3:2].O[N:24]1[C:32](=[O:33])[C:31]2[C:26](=[CH:27][CH:28]=[CH:29][CH:30]=2)[C:25]1=[O:34].C1(P(C2C=CC=CC=2)C2C=CC=CC=2)C=CC=CC=1.CC(OC(/N=N/C(OC(C)C)=O)=O)C.N#N>O>[Si:1]([O:8][C@H:9]1[CH2:13][N:12]([C:14]([O:16][C:17]([CH3:20])([CH3:19])[CH3:18])=[O:15])[C@H:11]([CH2:21][O:22][N:24]2[C:32](=[O:33])[C:31]3[C:26](=[CH:27][CH:28]=[CH:29][CH:30]=3)[C:25]2=[O:34])[CH2:10]1)([C:4]([CH3:7])([CH3:6])[CH3:5])([CH3:3])[CH3:2]. Procedure details: To a solution of (2S,4R)-tert-butyl 4-(tert-butyldimethylsilyloxy)-2-(hydroxymethyl)pyrrolidine-1-carboxylate (2.0 g, 6.0 mmol) in CH2CT2 (15.0 mL) was added 2-hydroxyisoindolin-1,3-dione (978 mg, 6.0 mmol) and triphenylphosphine (2.36 g, 9.0 mmol). The resultant mixture was cooled to 0° C. and diisopropylazodicarboxylate (1.78 ml, 9.0 mmol) was slowly added drop wise under N2 atmosphere. The reaction mixture was stirred at ambient temperature for 48 h. To the reaction mixture, H2O (100 mL) was ...